From a dataset of the Open Reaction Database (ORD), a public repository of structured organic reaction records. describe an organic reaction: reactants, conditions, products, and yield Reaction SMILES: [CH3:40][OH:41].[Cl:1][c:2]1[n:3][c:4]([N:32]2[CH:33]3[CH2:34][N:35]([CH3:39])[CH:36]([CH2:37]2)[CH2:38]3)[c:5]([F:31])[c:6]([NH:8][NH:9][C:10]([CH:11]([CH2:12][N:13]([CH:14]=[O:15])[O:16][CH2:17][c:18]2[cH:19][cH:20][cH:21][cH:22][cH:23]2)[CH2:24][CH:25]2[CH2:26][CH2:27][CH2:28][CH2:29]2)=[O:30])[n:7]1>>[Cl:1][c:2]1[n:3][c:4]([N:32]2[CH:33]3[CH2:34][N:35]([CH3:39])[CH:36]([CH2:37]2)[CH2:38]3)[c:5]([F:31])[c:6]([NH:8][NH:9][C:10]([CH:11]([CH2:12][N:13]([CH:14]=[O:15])[OH:16])[CH2:24][CH:25]2[CH2:26][CH2:27][CH2:28][CH2:29]2)=[O:30])[n:7]1. Product: CN1CC2CC1CN2c1nc(Cl)nc(NNC(=O)C(CC2CCCC2)CN(O)C=O)c1F. The reactants are CO, CN1CC2CC1CN2c1nc(Cl)nc(NNC(=O)C(CC2CCCC2)CN(C=O)OCc2ccccc2)c1F. The product is ClC1=C(C=CC=C1)SC1CCN(CC1)C(CNC(=O)C1=NNC(=C1)C1=CC=CC=C1)=O (5-phenyl-1H-pyrazole-3-carboxylic acid {2-[4-(2-chlorophenylsulfanyl)-piperidin-1-yl]-2-oxo-ethyl}-amide). Reported procedure: To a stirred solution of [(5-phenyl-1H-pyrazole-3-carbonyl)-amino]-acetic acid (0.04 g, 0.00014 mol) in DMF (1 mL) was added DIPEA (0.05517 g, 0.00043 mol), HOBt (0.023 g, 0.00017 mol) and EDCI.HCl (0.0326 g, 0.00017 mol) at ambient temperature. After 2 minutes 4-(2-chloro-phenylsulfanyl)-piperidine hydrochloride (0.0449 g, 0.00017 mol) was added and the resulting mixture was stirred overnight. The reaction mixture was then diluted with cold water. The resulting precipitate was isolated by filtr... The reactants are Cl.ClC1=C(C=CC=C1)SC1CCNCC1 (4-(2-chloro-phenylsulfanyl)-piperidine hydrochloride), C1(=CC=CC=C1)C1=CC(=NN1)C(=O)NCC(=O)O ([(5-phenyl-1H-pyrazole-3-carbonyl)-amino]-acetic acid), CCN(C(C)C)C(C)C (DIPEA), C=1C=CC2=C(C1)N=NN2O (HOBt), CCN=C=NCCCN(C)C.Cl (EDCI.HCl). Run at time 8 hour. The yield is 84.8%. RXN SMILES: [C:1]1([C:7]2[NH:11][N:10]=[C:9]([C:12]([NH:14][CH2:15][C:16]([OH:18])=O)=[O:13])[CH:8]=2)[CH:6]=[CH:5][CH:4]=[CH:3][CH:2]=1.CCN(C(C)C)C(C)C.C1C=CC2N(O)N=NC=2C=1.CCN=C=NCCCN(C)C.Cl.Cl.[Cl:51][C:52]1[CH:57]=[CH:56][CH:55]=[CH:54][C:53]=1[S:58][CH:59]1[CH2:64][CH2:63][NH:62][CH2:61][CH2:60]1>CN(C=O)C.O>[Cl:51][C:52]1[CH:57]=[CH:56][CH:55]=[CH:54][C:53]=1[S:58][CH:59]1[CH2:64][CH2:63][N:62]([C:16](=[O:18])[CH2:15][NH:14][C:12]([C:9]2[CH:8]=[C:7]([C:1]3[CH:2]=[CH:3][CH:4]=[CH:5][CH:6]=3)[NH:11][N:10]=2)=[O:13])[CH2:61][CH2:60]1 |f:3.4,5.6|. Run in CN(C)C=O (DMF), O (water). The reactants are ClC1=CC=C2C=CN(C2=C1)S(=O)(=O)C1=CC=C2C(CN(CC2=C1)C(C)=O)(C)C (1-[7-(6-Chloro-indole-1-sulfonyl)-4,4-dimethyl-3,4-dihydro-1H-isoquinolin-2-yl]-ethanone), C(O)([O-])=O.[Na+] (sodium hydrogen carbonate). Product: ClC1=CC=C2C=CN(C2=C1)S(=O)(=O)C1=CC=C2C(CNCC2=C1)(C)C (7-(6-Chloro-indole-1-sulfonyl)-4,4-dimethyl-1,2,3,4-tetrahydro-isoquinoline). As a reaction SMILES: [Cl:1][C:2]1[CH:10]=[C:9]2[C:5]([CH:6]=[CH:7][N:8]2[S:11]([C:14]2[CH:23]=[C:22]3[C:17]([C:18]([CH3:28])([CH3:27])[CH2:19][N:20](C(=O)C)[CH2:21]3)=[CH:16][CH:15]=2)(=[O:13])=[O:12])=[CH:4][CH:3]=1.C(=O)([O-])O.[Na+]>>[Cl:1][C:2]1[CH:10]=[C:9]2[C:5]([CH:6]=[CH:7][N:8]2[S:11]([C:14]2[CH:23]=[C:22]3[C:17]([C:18]([CH3:28])([CH3:27])[CH2:19][NH:20][CH2:21]3)=[CH:16][CH:15]=2)(=[O:13])=[O:12])=[CH:4][CH:3]=1 |f:1.2|. Procedure: 1-[7-(6-Chloro-indole-1-sulfonyl)-4,4-dimethyl-3,4-dihydro-1H-isoquinolin-2-yl]-ethanone (D4) was N-deacetylated as described in Example 1 to afford, after treatment with sodium hydrogen carbonate solution, the title compound (E28). Treatment of a solution of this material in dichloromethane/diethyl ether with oxalic acid (1.5 equivalents) afforded the corresponding crystalline oxalate salt (65 mg, 42%), δH (CD3OD)/ppm 1.13 (6H, s), 2.71 (2H, br,s), 3.86 (2H, br,s), 6.61 (1H, d, J=3.7 Hz), 7.12 ...